Dataset: the Open Reaction Database (ORD), a public repository of structured organic reaction records. Task: describe an organic reaction: reactants, conditions, products, and yield Reactants: C(C)(C)(C)OC(=O)C=1C(=C(SC1NC(=O)NCCCCCCCCCCCCCC)C(=O)OCC1=CC=CC=C1)C (3-Methyl-5-(3-tetradecyl-ureido)-thiophene-2,4-dicarboxylic acid 2-benzyl ester 4-tert-butyl ester), ( 5.3 ), CC(CCCCCC)OC(=O)C=1SC(=C(C1C)C(=O)OC(C)(C)C)NC(=O)NCCCCCCCC (3-methyl-5-(3-octyl-ureido)-thiophene-2,4-dicarboxylic acid 4-tert-butyl ester 2-octyl ester). Run in hexanes, CCOC(=O)C (EtOAc). The product is C(CCCCCCCCCCCCC)N=C=O (tetradecyl isocyanate), solid. Yield: 36.0%. As a reaction SMILES: C(OC(C1C(C)=C(C(OCC2C=CC=CC=2)=O)SC=1N[C:14]([NH:16][CH2:17][CH2:18][CH2:19][CH2:20][CH2:21][CH2:22][CH2:23][CH2:24][CH2:25][CH2:26][CH2:27][CH2:28][CH2:29][CH3:30])=[O:15])=O)(C)(C)C.CC(OC(C1SC(NC(NCCCCCCCC)=O)=C(C(OC(C)(C)C)=O)C=1C)=O)CCCCCC>CCOC(C)=O>[CH2:17]([N:16]=[C:14]=[O:15])[CH2:18][CH2:19][CH2:20][CH2:21][CH2:22][CH2:23][CH2:24][CH2:25][CH2:26][CH2:27][CH2:28][CH2:29][CH3:30]. Procedure details: (5.1) To a stirring solution of 5-amino-3-methyl-thiophene-2,4-dicarboxylic acid 2-octyl ester 4-tert-butyl ester (348 mg, 0.94 mmol) and DBU (0.35 mL, 360 mg, 2.4 mmol) in CH2Cl2 (10 mL) was added octyl isocyanate (0.166 mL, 146 mg, 0.94 mmol). The reaction was stirred RT for 16 h, and then solvent was removed under reduced pressure. The product was purified by column chromatography (5:1; hexanes:EtOAc) to give 431 mg of a solid (87%): Mp 92.0-94.0° C.; 1H NMR (CDCl3) δ 12.30 (s, 1H), 8.64 (s, ...